Dataset: the Open Reaction Database (ORD), a public repository of structured organic reaction records. Task: describe an organic reaction: reactants, conditions, products, and yield Reactants: Cl (hydrochloric acid), C(C)(C)(C)NC(C1=C(C=CC=C1)OC(C)=O)=O (N-tert-Butyl 2-Acetoxybenzamide), Cl (Hydrochloric acid), O (water). The solvent is C1CCOC1 (THF). Yields the product C(C)(C)(C)NC(C1=C(C=CC=C1)O)=O (N-tert-Butyl 2-Hydroxybenzamide). The yield is 80.7%. RXN SMILES: [C:1]([NH:5][C:6](=[O:17])[C:7]1[CH:12]=[CH:11][CH:10]=[CH:9][C:8]=1[O:13]C(=O)C)([CH3:4])([CH3:3])[CH3:2].O.Cl>C1COCC1>[C:1]([NH:5][C:6](=[O:17])[C:7]1[CH:12]=[CH:11][CH:10]=[CH:9][C:8]=1[OH:13])([CH3:4])([CH3:2])[CH3:3]. Reported procedure: The product from Step A (2.35 g, 0.010 mol) was dissolved in THF wand 10 mL of water was added to form a clear suspension. Hydrochloric acid (5%) was added until the solution reached a pH˜1. The reaction mixture was then refluxed for 24 hours. TLC indicated that about half of the starting material remained, so an additonal 10 mL of 5% hydrochloric acid was added and the reaction mixture was refluxed for 24 hours. The THF was then removed by rotoevaporation and the remaining aqueous mixture was e... RXN SMILES: [CH2:21]1[O:22][CH2:23][CH2:24][CH2:25]1.[CH3:1][O:2][C:3]([CH:4]([CH2:5][CH2:6][CH2:7][Cl:8])[c:9]1[n:10][cH:11][c:12]([Br:15])[cH:13][cH:14]1)=[O:16].[CH3:26][OH:27].[ClH:20].[Li+:18].[OH-:17].[OH2:19]>>[O:2]=[C:3]([CH:4]([CH2:5][CH2:6][CH2:7][Cl:8])[c:9]1[n:10][cH:11][c:12]([Br:15])[cH:13][cH:14]1)[OH:16]. The product is O=C(O)C(CCCCl)c1ccc(Br)cn1. The reactants are C1CCOC1, COC(=O)C(CCCCl)c1ccc(Br)cn1, CO, Cl, [Li+], [OH-], O. Yield: 38.0%. RXN SMILES: [C:1]([C:5]1[CH:6]=[C:7]2[C:11](=[CH:12][CH:13]=1)[C:10](=[O:14])[N:9]([CH:15]([C:20]1[CH:25]=[CH:24][C:23]([O:26][CH3:27])=[C:22]([O:28][CH2:29][CH3:30])[CH:21]=1)[CH2:16][C:17](O)=[O:18])[C:8]2=[O:31])([CH3:4])([CH3:3])[CH3:2].C(N1C=CN=C1)(N1C=CN=C1)=O.[CH:44]([NH:46][NH2:47])=O.P(Cl)(Cl)(Cl)=O>C(#N)C>[C:1]([C:5]1[CH:6]=[C:7]2[C:11](=[CH:12][CH:13]=1)[C:10](=[O:14])[N:9]([CH:15]([C:20]1[CH:25]=[CH:24][C:23]([O:26][CH3:27])=[C:22]([O:28][CH2:29][CH3:30])[CH:21]=1)[CH2:16][C:17]1[O:18][CH:44]=[N:46][N:47]=1)[C:8]2=[O:31])([CH3:3])([CH3:2])[CH3:4]. Product: C(C)(C)(C)C=1C=C2C(N(C(C2=CC1)=O)C(CC=1OC=NN1)C1=CC(=C(C=C1)OC)OCC)=O (5-(t-Butyl)-2-[1-(3-ethoxy-4-methoxyphenyl)-2-(1,3,4-oxadiazol-2-yl)ethyl]isoindoline-1,3-dione), solid. The solvent is C(C)#N (acetonitrile). Procedure: 5-(t-Butyl)-2-[1-(3-ethoxy-4-methoxyphenyl)-2-(1,3,4-oxadiazol-2-yl)ethyl]isoindoline-1,3-dione was prepared as described for Example 8 from 3-[5-(tert-butyl)-1,3-dioxoisoindolin-2-yl]-3-(3-ethoxy-4-methoxyphenyl)propanoic acid (2.0 g, 4.7 mmol), carbonyldiimidazole (0.81 g, 5.0 mmol), formic hydrazide (0.35 g, 5.8 mmol), and phosphorus oxychloride (1.0 mL, 10.7 mmol) in acetonitrile (20 mL). The product was isolated as a white solid (800 mg, 38% yield): mp, 136.0-138.5° C.; 1H NMR (CDCl3) δ 1.3... The reactants are C(=O)NN (formic hydrazide), P(=O)(Cl)(Cl)Cl (phosphorus oxychloride), C(C)(C)(C)C=1C=C2C(N(C(C2=CC1)=O)C(CC(=O)O)C1=CC(=C(C=C1)OC)OCC)=O (3-[5-(tert-butyl)-1,3-dioxoisoindolin-2-yl]-3-(3-ethoxy-4-methoxyphenyl)propanoic acid), C(=O)(N1C=NC=C1)N1C=NC=C1 (carbonyldiimidazole). Reactants: Cl.ClC1=CC=C(S1)C(=O)C1CCNCC1 ((5-chloro-thiophen-2-yl)-piperidin-4-yl-methanone hydrochloride), C(C)(C)(C)OC(N[C@@H]1CC[C@H](CC1)CC=O)=O ([trans-4-(2-oxo-ethyl)-cyclohexyl]-carbamic acid tert-butyl ester), C(C)(C)(C)OC(N[C@@H]1CC[C@H](CC1)CC=O)=O ([trans-4-(2-oxo-ethyl)-cyclohexyl]-carbamic acid tert-butyl ester). Yields the product C(C)(C)(C)OC(N[C@@H]1CC[C@H](CC1)CCN1CCC(CC1)C(=O)C=1SC(=CC1)Cl)=O ((trans-4-{2-[4-(5-chloro-thiophene-2-carbonyl)-piperidin-1-yl]-ethyl}-cyclohexyl)-carbamic acid tert-butyl ester). Reaction SMILES: Cl.[Cl:2][C:3]1[S:7][C:6]([C:8]([CH:10]2[CH2:15][CH2:14][NH:13][CH2:12][CH2:11]2)=[O:9])=[CH:5][CH:4]=1.[C:16]([O:20][C:21](=[O:32])[NH:22][C@H:23]1[CH2:28][CH2:27][C@H:26]([CH2:29][CH:30]=O)[CH2:25][CH2:24]1)([CH3:19])([CH3:18])[CH3:17]>>[C:16]([O:20][C:21](=[O:32])[NH:22][C@H:23]1[CH2:24][CH2:25][C@H:26]([CH2:29][CH2:30][N:13]2[CH2:14][CH2:15][CH:10]([C:8]([C:6]3[S:7][C:3]([Cl:2])=[CH:4][CH:5]=3)=[O:9])[CH2:11][CH2:12]2)[CH2:27][CH2:28]1)([CH3:19])([CH3:18])[CH3:17] |f:0.1|. Reported procedure: From (5-chloro-thiophen-2-yl)-piperidin-4-yl-methanone hydrochloride (585 mg) and [trans-4-(2-oxo-ethyl)-cyclohexyl]-carbamic acid tert-butyl ester (intermediate C, 530 mg) by procedure A.2. Yield: 513 mg (51%). Light yellow solid. MS (m/z): 455.2 ([M+H]+). The reactants are O=C([O-])O, C=Cc1cc(C(=O)NC(C)c2ccc(F)cn2)cc(-c2ccc(C)cn2)c1, [O-][I+3]([O-])([O-])[O-], [Na+], [Na+], [Na+], [Na+], C1CCOC1, O, O=S([O-])[O-]. Yields the product Cc1ccc(-c2cc(C=O)cc(C(=O)NC(C)c3ccc(F)cn3)c2)nc1. Reaction SMILES: [C:40](=[O:41])([OH:42])[O-:43].[F:1][c:2]1[cH:3][cH:4][c:5]([CH:8]([CH3:9])[NH:10][C:11]([c:12]2[cH:13][c:14](-[c:20]3[n:21][cH:22][c:23]([CH3:26])[cH:24][cH:25]3)[cH:15][c:16]([CH:18]=[CH2:19])[cH:17]2)=[O:27])[n:6][cH:7]1.[I+3:28]([O-:29])([O-:30])([O-:31])[O-:32].[Na+:33].[Na+:38].[Na+:39].[Na+:44].[O:45]1[CH2:46][CH2:47][CH2:48][CH2:49]1.[OH2:50].[S:34]([O-:35])([O-:36])=[O:37]>>[F:1][c:2]1[cH:3][cH:4][c:5]([CH:8]([CH3:9])[NH:10][C:11]([c:12]2[cH:13][c:14](-[c:20]3[n:21][cH:22][c:23]([CH3:26])[cH:24][cH:25]3)[cH:15][c:16]([CH:18]=[O:29])[cH:17]2)=[O:27])[n:6][cH:7]1. Run at temperature 25 celsius, time 5 day. Starting materials: mixed solution, O([Si](C1=CC=CC=C1)(C1=CC=CC=C1)C(C)(C)C)CC1(COC(OC1)(C)C)CN1C(=NC(=C1)C=C)[N+](=O)[O-] (5-(t-butyldiphenylsiloxymethyl)-2,2-dimethyl-5-[(4-vinyl-2-nitro-1H-imidazol-1-yl)methyl]-1,3-dioxane), I(=O)(=O)[O-].[Na+] (sodium iodate). The product is O([Si](C1=CC=CC=C1)(C1=CC=CC=C1)C(C)(C)C)CC1(COC(OC1)(C)C)CN1C(=NC(=C1)C=O)[N+](=O)[O-] (5-(t-butyldiphenylsiloxymethyl)-2,2-dimethyl-5-[(4-formyl-2-nitro-1H-imidazol-1-yl)methyl]-1,3-dioxane). The solvent is O.O1CCOCC1 (water 1,4-dioxane). RXN SMILES: [O:1]([CH2:19][C:20]1([CH2:28][N:29]2[CH:33]=[C:32]([CH:34]=C)[N:31]=[C:30]2[N+:36]([O-:38])=[O:37])[CH2:25][O:24][C:23]([CH3:27])([CH3:26])[O:22][CH2:21]1)[Si:2]([C:15]([CH3:18])([CH3:17])[CH3:16])([C:9]1[CH:14]=[CH:13][CH:12]=[CH:11][CH:10]=1)[C:3]1[CH:8]=[CH:7][CH:6]=[CH:5][CH:4]=1.I([O-])(=O)=[O:40].[Na+]>[Os]=O.O.O1CCOCC1>[O:1]([CH2:19][C:20]1([CH2:28][N:29]2[CH:33]=[C:32]([CH:34]=[O:40])[N:31]=[C:30]2[N+:36]([O-:38])=[O:37])[CH2:25][O:24][C:23]([CH3:27])([CH3:26])[O:22][CH2:21]1)[Si:2]([C:15]([CH3:16])([CH3:18])[CH3:17])([C:9]1[CH:14]=[CH:13][CH:12]=[CH:11][CH:10]=1)[C:3]1[CH:8]=[CH:7][CH:6]=[CH:5][CH:4]=1 |f:1.2,4.5|. Yield: 66.7%. Procedure details: 2.0 mL of a mixed solution of water/1,4-dioxane=3/1 was added to 163 mg (0.30 mmol equivalents) of 5-(t-butyldiphenylsiloxymethyl)-2,2-dimethyl-5-[(4-vinyl-2-nitro-1H-imidazol-1-yl)methyl]-1,3-dioxane, 38 mg (microcapsules, Wako Pure Chemical Industries, Ltd., 0.015 mmol equivalents) of osmium oxide and 130 mg (0.60 mmol equivalents) of sodium iodate were added thereto, and the mixture was stirred at room temperature (25° C.) for 5 days. After completion of the reaction, the osmium oxide was tak... Reagents/catalysts: [Os]=O (osmium oxide), [Os]=O (osmium oxide). The reactants are C(C1=CC=CC=C1)OC1=C(C=C(C=C1Cl)NC1=C(C(=O)OC)C=CC=C1)Cl (methyl 2-(4-(benzyloxy)-3,5-dichlorophenylamino)benzoate). The reagents and catalysts are [Pd] (Palladium on carbon). The solvent is C1CCOC1 (THF). Run at time 3 hour. Product: ClC=1C=C(C=C(C1O)Cl)NC1=C(C(=O)OC)C=CC=C1 (methyl 2-(3,5-dichloro-4-hydroxyphenylamino)benzoate). As a reaction SMILES: C([O:8][C:9]1[C:14]([Cl:15])=[CH:13][C:12]([NH:16][C:17]2[CH:26]=[CH:25][CH:24]=[CH:23][C:18]=2[C:19]([O:21][CH3:22])=[O:20])=[CH:11][C:10]=1[Cl:27])C1C=CC=CC=1>[Pd].C1COCC1>[Cl:15][C:14]1[CH:13]=[C:12]([NH:16][C:17]2[CH:26]=[CH:25][CH:24]=[CH:23][C:18]=2[C:19]([O:21][CH3:22])=[O:20])[CH:11]=[C:10]([Cl:27])[C:9]=1[OH:8]. Procedure: Palladium on carbon (10% by mass of 10% by wt Pd, 50 mg) was cautiously added to a deoxygenated stirring solution of methyl 2-(4-(benzyloxy)-3,5-dichlorophenylamino)benzoate (0.520 g, 1.3 mmol) in THF (15 mL). The mixture was subjected to three cycles of evacuation and purging with hydrogen gas, before being stirred under an atmosphere of hydrogen gas. After 3 h, the reaction was purged with nitrogen, filtered through Celite™ (eluent: THF) and concentrated in vacuo to afford methyl 2-(3,5-dichlo...